This data is from the Open Reaction Database (ORD), a public repository of structured organic reaction records. The task is: describe an organic reaction: reactants, conditions, products, and yield Starting materials: BrC=1C(=NC=C(C1)OC)OC1=CC=C(C=C1)NC1=NC=C(C=C1)C (N-(4-(3-bromo-5-methoxypyridin-2-yloxy)phenyl)-5-methylpyridin-2-amine), FC1=NC=CC(=C1)B(O)O (2-fluoropyridine-4-boronic acid), C([O-])([O-])=O.[Na+].[Na+] (Sodium carbonate). Reagents/catalysts: C=1C=CC(=CC1)[P](C=2C=CC=CC2)(C=3C=CC=CC3)[Pd]([P](C=4C=CC=CC4)(C=5C=CC=CC5)C=6C=CC=CC6)([P](C=7C=CC=CC7)(C=8C=CC=CC8)C=9C=CC=CC9)[P](C=1C=CC=CC1)(C=1C=CC=CC1)C=1C=CC=CC1 (tetrakis(triphenylphosphine)palladium). Run in O (water), O1CCOCC1 (dioxane). Run at temperature 80 celsius, time 20 hour. Yields the product FC1=NC=CC(=C1)C=1C(=NC=C(C1)OC)OC1=CC=C(C=C1)NC1=NC=C(C=C1)C (N-(4-(2′-fluoro-5-methoxy-3,4′-bipyridin-2-yloxy)phenyl)-5-methylpyridin-2-amine). As a reaction SMILES: Br[C:2]1[C:3]([O:10][C:11]2[CH:16]=[CH:15][C:14]([NH:17][C:18]3[CH:23]=[CH:22][C:21]([CH3:24])=[CH:20][N:19]=3)=[CH:13][CH:12]=2)=[N:4][CH:5]=[C:6]([O:8][CH3:9])[CH:7]=1.[F:25][C:26]1[CH:31]=[C:30](B(O)O)[CH:29]=[CH:28][N:27]=1.C(=O)([O-])[O-].[Na+].[Na+]>O1CCOCC1.O.C1C=CC([P]([Pd]([P](C2C=CC=CC=2)(C2C=CC=CC=2)C2C=CC=CC=2)([P](C2C=CC=CC=2)(C2C=CC=CC=2)C2C=CC=CC=2)[P](C2C=CC=CC=2)(C2C=CC=CC=2)C2C=CC=CC=2)(C2C=CC=CC=2)C2C=CC=CC=2)=CC=1>[F:25][C:26]1[CH:31]=[C:30]([C:2]2[C:3]([O:10][C:11]3[CH:16]=[CH:15][C:14]([NH:17][C:18]4[CH:23]=[CH:22][C:21]([CH3:24])=[CH:20][N:19]=4)=[CH:13][CH:12]=3)=[N:4][CH:5]=[C:6]([O:8][CH3:9])[CH:7]=2)[CH:29]=[CH:28][N:27]=1 |f:2.3.4,^1:51,53,72,91|. Reported procedure: N-(4-(3-bromo-5-methoxypyridin-2-yloxy)phenyl)-5-methylpyridin-2-amine (0.076 g, 0.20 mmol), 2-fluoropyridine-4-boronic acid (0.056 g, 0.39 mmol), and tetrakis(triphenylphosphine)palladium (0.023 g, 0.020 mmol) were mixed in dioxane (0.8 mL) under an argon atmosphere. Sodium carbonate (0.30 mL, 0.59 mmol, 2.0 M in water) was added via syringe, and the reaction mixture was stirred at 80° C. for 20 h before being warmed to 90° C. and stirred for 24 h. The reaction mixture was cooled to room temper... Reactants: CCCCP(CCCC)CCCC, CCOC(=O)CCN(C)C(=O)c1ccc(NC(c2oc3ccc(O)cc3c2C)C2CCCCC2)cc1, O=C(N=NC(=O)N1CCCCC1)N1CCCCC1, C1CCOC1, OC1CCSCC1. As a reaction SMILES: [CH2:44]([P:45]([CH2:46][CH2:47][CH2:48][CH3:49])[CH2:50][CH2:51][CH2:52][CH3:53])[CH2:54][CH2:55][CH3:56].[CH:1]1([CH:7]([c:8]2[o:9][c:10]3[c:11]([c:12]2[CH3:13])[cH:14][c:15]([OH:18])[cH:16][cH:17]3)[NH:19][c:20]2[cH:21][cH:22][c:23]([C:26](=[O:27])[N:28]([CH2:29][CH2:30][C:31](=[O:32])[O:33][CH2:34][CH3:35])[CH3:36])[cH:24][cH:25]2)[CH2:2][CH2:3][CH2:4][CH2:5][CH2:6]1.[N:57]([C:58]([N:59]1[CH2:60][CH2:61][CH2:62][CH2:63][CH2:64]1)=[O:65])=[N:66][C:67]([N:68]1[CH2:69][CH2:70][CH2:71][CH2:72][CH2:73]1)=[O:74].[O:75]1[CH2:76][CH2:77][CH2:78][CH2:79]1.[S:37]1[CH2:38][CH2:39][CH:40]([OH:43])[CH2:41][CH2:42]1>>[CH:1]1([CH:7]([c:8]2[o:9][c:10]3[c:11]([c:12]2[CH3:13])[cH:14][c:15]([O:18][CH:40]2[CH2:39][CH2:38][S:37][CH2:42][CH2:41]2)[cH:16][cH:17]3)[NH:19][c:20]2[cH:21][cH:22][c:23]([C:26](=[O:27])[N:28]([CH2:29][CH2:30][C:31](=[O:32])[O:33][CH2:34][CH3:35])[CH3:36])[cH:24][cH:25]2)[CH2:2][CH2:3][CH2:4][CH2:5][CH2:6]1. The product is CCOC(=O)CCN(C)C(=O)c1ccc(NC(c2oc3ccc(OC4CCSCC4)cc3c2C)C2CCCCC2)cc1. Reactants: BrC1=CC=C(C=N1)CCN1CCCCCC1 (1-[2-(6-bromopyridin-3-yl)ethyl]azepane), N1(CCCCCC1)CCC=1C=CC(=NC1)C(=O)[O-].[Li+] (lithium 5-(2-azepan-1-ylethyl)pyridine-2-carboxylate), S(=O)(Cl)Cl (thionyl chloride). Reaction conditions: temperature 90 celsius, time 30 minute. The product is Cl.N1(CCCCCC1)CCC=1C=CC(=NC1)C(=O)Cl (5-(2-azepan-1-ylethyl)pyridine-2-carbonyl chloride hydrochloride). Reaction SMILES: BrC1N=CC(CCN2CCCCCC2)=CC=1.[N:17]1([CH2:24][CH2:25][C:26]2[CH:27]=[CH:28][C:29]([C:32]([O-:34])=O)=[N:30][CH:31]=2)[CH2:23][CH2:22][CH2:21][CH2:20][CH2:19][CH2:18]1.[Li+].S(Cl)([Cl:38])=O>>[ClH:38].[N:17]1([CH2:24][CH2:25][C:26]2[CH:27]=[CH:28][C:29]([C:32]([Cl:38])=[O:34])=[N:30][CH:31]=2)[CH2:23][CH2:22][CH2:21][CH2:20][CH2:19][CH2:18]1 |f:1.2,4.5|. Reported procedure: Synthesized from 1-[2-(6-bromopyridin-3-yl)ethyl]azepane (400 mg) according to an analogous synthetic method to Preparation Example 51, to the total amount of lithium 5-(2-azepan-1-ylethyl)pyridine-2-carboxylate crude product was added thionyl chloride (8 ml), the solution was stirred for 30 minutes at 90° C., then the reaction solution was concentrated in vacuo to provide 5-(2-azepan-1-ylethyl)pyridine-2-carbonyl chloride hydrochloride (640 mg). Synthesized from this compound (320 mg) and pival... Starting materials: C1(CCCC1)OC1=C2C=NN=C(C2=CC=C1OC)CC1=C(C=NC=C1Cl)Cl (5-cyclopentyloxy-1-(3,5-dichloropyridin-4-ylmethyl)-6-methoxy-phthalazine), ClC1=CC(=CC=C1)C(=O)OO (m-chloroperbenzoic acid). Run in C(Cl)Cl (methylene chloride), C(Cl)Cl (methylene chloride). The product is C1(CCCC1)OC1=C2C=[N+](N=C(C2=CC=C1OC)CC1=C(C=NC=C1Cl)Cl)[O-] (5-Cyclopentyloxy-1-(3,5-dichloropyridin-4-ylmethyl)-6-methoxy-phthalazin-3-oxide). Yield: 64.2%. RXN SMILES: [CH:1]1([O:6][C:7]2[C:16]([O:17][CH3:18])=[CH:15][CH:14]=[C:13]3[C:8]=2[CH:9]=[N:10][N:11]=[C:12]3[CH2:19][C:20]2[C:25]([Cl:26])=[CH:24][N:23]=[CH:22][C:21]=2[Cl:27])[CH2:5][CH2:4][CH2:3][CH2:2]1.ClC1C=CC=C(C(OO)=[O:36])C=1>C(Cl)Cl>[CH:1]1([O:6][C:7]2[C:16]([O:17][CH3:18])=[CH:15][CH:14]=[C:13]3[C:8]=2[CH:9]=[N+:10]([O-:36])[N:11]=[C:12]3[CH2:19][C:20]2[C:21]([Cl:27])=[CH:22][N:23]=[CH:24][C:25]=2[Cl:26])[CH2:5][CH2:4][CH2:3][CH2:2]1. Reported procedure: A solution under stirring of 5-cyclopentyloxy-1-(3,5-dichloropyridin-4-ylmethyl)-6-methoxy-phthalazine (0.1 g, 0.741 mmoles), obtained as described in example 8, in methylene chloride (2 ml), was added with 55% m-chloroperbenzoic acid (255.75 mg, 0.816 mmoles). The mixture was diluted with methylene chloride, washed with a solution of NaHCO3, anhydrified and dried. The residue was flash chromatographed over silica gel (eluent:methylene chloride/ethyl acetate 1:1) and the eluate taken up in ether... Starting materials: COC(=C1CCN(Cc2ccccc2)CC1)c1ccc(C(F)(F)F)cc1F, CC(C)=O, Cl, [Na+], [OH-]. The product is O=C(c1ccc(C(F)(F)F)cc1F)C1CCN(Cc2ccccc2)CC1. RXN SMILES: [CH2:1]([c:2]1[cH:3][cH:4][cH:5][cH:6][cH:7]1)[N:8]1[CH2:9][CH2:10][C:11](=[C:14]([O:15][CH3:16])[c:17]2[c:18]([F:27])[cH:19][c:20]([C:23]([F:24])([F:25])[F:26])[cH:21][cH:22]2)[CH2:12][CH2:13]1.[CH3:30][C:31](=[O:32])[CH3:33].[ClH:34].[Na+:29].[OH-:28]>>[CH2:1]([c:2]1[cH:3][cH:4][cH:5][cH:6][cH:7]1)[N:8]1[CH2:9][CH2:10][CH:11]([C:14](=[O:15])[c:17]2[c:18]([F:27])[cH:19][c:20]([C:23]([F:24])([F:25])[F:26])[cH:21][cH:22]2)[CH2:12][CH2:13]1. Reactants: NC=1C(N(C(N(C1N)CC)=O)CC)=O (5,6-diamino-1,3-diethyluracil), FC1=C(C=CC(=O)O)C=CC=C1 (2-fluorocinnamic acid). Product: C(C)N1C(=O)N(C=2N=C(NC2C1=O)\C=C\C1=C(C=CC=C1)F)CC ((E)-1,3-Diethyl-8-(2-fluorostyryl)xanthine). The yield is 40.5%. RXN SMILES: [NH2:1][C:2]1[C:3](=[O:14])[N:4]([CH2:12][CH3:13])[C:5](=[O:11])[N:6]([CH2:9][CH3:10])[C:7]=1[NH2:8].[F:15][C:16]1[CH:26]=[CH:25][CH:24]=[CH:23][C:17]=1[CH:18]=[CH:19][C:20](O)=O>>[CH2:12]([N:4]1[C:3](=[O:14])[C:2]2[NH:1][C:20](/[CH:19]=[CH:18]/[C:17]3[CH:23]=[CH:24][CH:25]=[CH:26][C:16]=3[F:15])=[N:8][C:7]=2[N:6]([CH2:9][CH3:10])[C:5]1=[O:11])[CH3:13]. Reported procedure: Substantially the same procedure as in Example 7 was repeated using 2.70 g (13.6 mmol) of 5,6-diamino-1,3-diethyluracil and 2.49 g (15.0 mmol) of 2-fluorocinnamic acid. Then, the resultant crude crystals were recrystallized from dioxane/water to give 1.81 g (yield 41%) of Compound 160 as a white powder.